Dataset: the Open Reaction Database (ORD), a public repository of structured organic reaction records. Task: describe an organic reaction: reactants, conditions, products, and yield RXN SMILES: [F:1][C:2]1[CH:7]=[CH:6][C:5]([C:8]2([C:13]3[CH:14]=[C:15]([NH2:20])[C:16]([NH2:19])=[CH:17][CH:18]=3)[O:12][CH2:11][CH2:10][O:9]2)=[CH:4][CH:3]=1.[CH3:21][O:22][C:23]([NH:25][C:26](=NC(=O)OC)SC)=[O:24].C(O)(=O)C>ClC(Cl)Cl>[CH3:21][O:22][C:23](=[O:24])[NH:25][C:26]1[NH:19][C:16]2[CH:17]=[CH:18][C:13]([C:8]3([C:5]4[CH:4]=[CH:3][C:2]([F:1])=[CH:7][CH:6]=4)[O:9][CH2:10][CH2:11][O:12]3)=[CH:14][C:15]=2[N:20]=1. Yield: 42.0%. Reactants: FC1=CC=C(C=C1)C1(OCCO1)C=1C=C(C(=CC1)N)N (4-[2-(4-fluorophenyl)-1,3-dioxolan2-yl]-1,2-benzenediamine), COC(=O)NC(SC)=NC(OC)=O (methyl [(methoxycarbonylamino)(methylthio)methylene]carbamate), C(C)(=O)O (acetic acid). Procedure: A mixture of 5.5 parts of 4-[2-(4-fluorophenyl)-1,3-dioxolan2-yl]-1,2-benzenediamine, 6.2 parts of methyl [(methoxycarbonylamino)(methylthio)methylene]carbamate, 4.8 parts of acetic acid and 225 parts of trichloromethane is stirred and refluxed for 17 hours. The reaction mixture is evaporated in vacuo. The residue is triturated in methanol. The product is filtered off, washed with 2,2' -oxybispropane and dried, yielding 3 parts (42%) of methyl{ 5-[2-(4-fluorophenyl)-1,3-dioxolan-2-yl]-1H-benzimi... The product is COC(NC1=NC2=C(N1)C=CC(=C2)C2(OCCO2)C2=CC=C(C=C2)F)=O (methyl{ 5-[2-(4-fluorophenyl)-1,3-dioxolan-2-yl]-1H-benzimidazol-2-yl}carbamate). Run in ClC(Cl)Cl (trichloromethane).